From a dataset of the Open Reaction Database (ORD), a public repository of structured organic reaction records. describe an organic reaction: reactants, conditions, products, and yield The reactants are OCc1cc2[nH]cnc2c(F)c1Nc1ccc(Br)cc1Cl, CC(C)=O, C1CCOC1, O=[Mn]=O. Product: O=Cc1cc2[nH]cnc2c(F)c1Nc1ccc(Br)cc1Cl. As a reaction SMILES: [Br:1][c:2]1[cH:3][c:4]([Cl:21])[c:5]([NH:8][c:9]2[c:10]([CH2:19][OH:20])[cH:11][c:12]3[c:13]([n:14][cH:15][nH:16]3)[c:17]2[F:18])[cH:6][cH:7]1.[CH3:22][C:23]([CH3:24])=[O:25].[O:26]1[CH2:27][CH2:28][CH2:29][CH2:30]1.[O:31]=[Mn:32]=[O:33]>>[Br:1][c:2]1[cH:3][c:4]([Cl:21])[c:5]([NH:8][c:9]2[c:10]([CH:19]=[O:20])[cH:11][c:12]3[c:13]([n:14][cH:15][nH:16]3)[c:17]2[F:18])[cH:6][cH:7]1. The reactants are II (iodine), C1(=CC=CC=C1)C1CCC(CC1)CO (4-phenylcyclohexylmethanol), N1C=NC=C1 (Imidazole), C1(=CC=CC=C1)P(C1=CC=CC=C1)C1=CC=CC=C1 (triphenylphosphine). The solvent is ClCCl (dichloromethane), CCCCC (pentane). Reaction conditions: time 10 minute. Product: C1(=CC=CC=C1)C1CCC(CC1)CI (4-phenylcyclohexylmethyl iodide). The yield is 88.4%. Reaction SMILES: N1C=CN=C1.C1(P(C2C=CC=CC=2)C2C=CC=CC=2)C=CC=CC=1.[I:25]I.[C:27]1([CH:33]2[CH2:38][CH2:37][CH:36]([CH2:39]O)[CH2:35][CH2:34]2)[CH:32]=[CH:31][CH:30]=[CH:29][CH:28]=1>ClCCl.CCCCC>[C:27]1([CH:33]2[CH2:38][CH2:37][CH:36]([CH2:39][I:25])[CH2:35][CH2:34]2)[CH:32]=[CH:31][CH:30]=[CH:29][CH:28]=1. Procedure: Imidazole (4.4 g, 0.065 mol) is added in one portion to a solution of triphenylphosphine (17.0 g, 0.065 mol) in dichloromethane (300 mL) at 25° C. After all of the solids dissolved, iodine (16.5 g, 0.065 mol) is added in four portions. The mixture is stirred for 10 min. then a solution of 4-phenylcyclohexylmethanol (10.5 g, 0.055 mol) is added dropwise and the mixture is stirred at 25° C. for 18 h. The reaction mixture is poured into pentane and the resulting solids filtered. The filtrate is con... Reactants: FC(C(=O)C1=CC=CC=C1)(F)F (2,2,2-trifluoroacetophenone), [Na] (sodium). Reagents/catalysts: [Cl-].C(C1=CC=CC=C1)[P+](C1=CC=CC=C1)(C1=CC=CC=C1)C1=CC=CC=C1 (benzyl-triphenylphosphoniumchloride). The solvent is C(C)O (ethanol), C(C)O (ethanol), C(C)O (ethanol). Reaction conditions: time 8 hour. The product is C1(=CC=CC=C1)CC(C(F)(F)F)C1=CC=CC=C1 (1,2-diphenyl-3,3,3-trifluoro-propane). The yield is 183.1%. As a reaction SMILES: [Na].[F:2][C:3]([F:13])([F:12])[C:4]([C:6]1[CH:11]=[CH:10][CH:9]=[CH:8][CH:7]=1)=O>[Cl-].C([P+](C1C=CC=CC=1)(C1C=CC=CC=1)C1C=CC=CC=1)C1C=CC=CC=1.C(O)C>[C:6]1([CH2:4][CH:4]([C:6]2[CH:11]=[CH:10][CH:9]=[CH:8][CH:7]=2)[C:3]([F:13])([F:12])[F:2])[CH:11]=[CH:10][CH:9]=[CH:8][CH:7]=1 |f:2.3,^1:0|. Procedure: A solution of 456 g (1.17 moles) of benzyl-triphenylphosphoniumchloride (G. Wittig: Chem. Ber. 87, 1318 (1954)) in 1500 ml of dry ethanol is added to a solution of 27 g (1.17 g.-atoms) of sodium in 500 ml of dry ethanol at 0°-2° C. The resulting mixture is combined with a solution of 204 g (1.17 moles) of 2,2,2-trifluoroacetophenone in 100 ml of dry ethanol, and the mixture is allowed to stand overnight. The solution is evaporated, the residue is admixed with 800 ml of petroleum ether, filtered,... The reactants are CS(C)=O, CONC(=O)CCl, O=C(O)C(=NO)c1cccs1. The product is CONC(=O)CON=C(C(=O)O)c1cccs1. As a reaction SMILES: [CH3:19][S:20]([CH3:21])=[O:22].[Cl:1][CH2:2][C:3](=[O:4])[NH:5][O:6][CH3:7].[OH:8][N:9]=[C:10]([C:11](=[O:12])[OH:13])[c:14]1[s:15][cH:16][cH:17][cH:18]1>>[CH2:2]([C:3](=[O:4])[NH:5][O:6][CH3:7])[O:8][N:9]=[C:10]([C:11](=[O:12])[OH:13])[c:14]1[s:15][cH:16][cH:17][cH:18]1. The reactants are CC1=CC=C(C=C1)S(=O)(=O)OC[C@@H]1OC2=C(C=CC=C2CC1)C1=C(C=CC(=C1)Cl)Cl ([(2R)-8-(2,5-dichlorophenyl)-3,4-dihydro-2H-chromen-2-yl]methyl 4-methylbenzenesulfonate), CN (methylamine). The solvent is CS(=O)C (dimethylsulfoxide), C(C)OCC (diethyl ether). Conditions: temperature 60 celsius. The product is ClC1=C(C=C(C=C1)Cl)C=1C=CC=C2CC[C@@H](OC12)CNC ({[(2R)-8-(2,5-dichlorophenyl)-3,4-dihydro-2H-chromen-2-yl]methyl}methylamine). Reaction SMILES: CC1C=CC(S(O[CH2:12][C@H:13]2[CH2:22][CH2:21][C:20]3[C:15](=[C:16]([C:23]4[CH:28]=[C:27]([Cl:29])[CH:26]=[CH:25][C:24]=4[Cl:30])[CH:17]=[CH:18][CH:19]=3)[O:14]2)(=O)=O)=CC=1.[CH3:31][NH2:32]>CS(C)=O.C(OCC)C>[Cl:30][C:24]1[CH:25]=[CH:26][C:27]([Cl:29])=[CH:28][C:23]=1[C:16]1[CH:17]=[CH:18][CH:19]=[C:20]2[C:15]=1[O:14][C@@H:13]([CH2:12][NH:32][CH3:31])[CH2:22][CH2:21]2. Procedure: To a suspension of [(2R)-8-(2,5-dichlorophenyl)-3,4-dihydro-2H-chromen-2-yl]methyl 4-methylbenzenesulfonate (0.15 g, 0.324 mmol) in dimethylsulfoxide (0.5 mL) was added a solution of methylamine (2.0 M in tetrahydrofuran, 1.62 mL, 3.24 mmol) and the mixture heated to 60° C. in a sealed vial for 24 hours. The cooled reaction mixture was then diluted with diethyl ether (10 mL), washed with 1.0 M aqueous sodium hydroxide solution (5 mL) and water (5×5 mL), dried over magnesium sulfate, filtered and... Starting materials: CN1CC(C1)(C)N(C=1C=C2N3[C@@H](C(NN=C3COC2=CC1)=O)C)C ((R)-6-[(1,3-dimethyl-azetidin-3-yl)-methyl-amino]-4-methyl-2,10-dihydro-9-oxa-1,2,4a-triaza-phenanthren-3-one), C([O-])(O)=O.[Na+] (sodium bicarbonate), [Br-].[Br-].[Br-].C(CCC)[N+](CCCC)(CCCC)CCCC.C(CCC)[N+](CCCC)(CCCC)CCCC.C(CCC)[N+](CCCC)(CCCC)CCCC (tetra-n-butylammonium tribromide), [O-]S(=O)(=S)[O-].[Na+].[Na+] (Na2S2O3). Solvent: C(Cl)Cl (DCM), CO (MeOH). Run at temperature 20 celsius, time 16 hour. Yields the product BrC1=C(C=C2N3[C@@H](C(NN=C3COC2=C1)=O)C)N(C)C1(CN(C1)C)C ((R)-7-bromo-6-[(1,3-dimethyl-azetidin-3-yl)-methyl-amino]-4-methyl-2,10-dihydro-9-oxa-1,2,4a-triaza-phenanthren-3-one). The yield is 80.7%. RXN SMILES: [CH3:1][N:2]1[CH2:5][C:4]([N:7]([CH3:24])[C:8]2[CH:9]=[C:10]3[C:19](=[CH:20][CH:21]=2)[O:18][CH2:17][C:16]2[N:11]3[C@H:12]([CH3:23])[C:13](=[O:22])[NH:14][N:15]=2)([CH3:6])[CH2:3]1.[Br-:25].[Br-].[Br-].C([N+](CCCC)(CCCC)CCCC)CCC.C([N+](CCCC)(CCCC)CCCC)CCC.C([N+](CCCC)(CCCC)CCCC)CCC.[O-]S([O-])(=S)=O.[Na+].[Na+].C(=O)(O)[O-].[Na+]>C(Cl)Cl.CO>[Br:25][C:21]1[CH:20]=[C:19]2[C:10]([N:11]3[C:16]([CH2:17][O:18]2)=[N:15][NH:14][C:13](=[O:22])[C@H:12]3[CH3:23])=[CH:9][C:8]=1[N:7]([C:4]1([CH3:6])[CH2:5][N:2]([CH3:1])[CH2:3]1)[CH3:24] |f:1.2.3.4.5.6,7.8.9,10.11|. Procedure details: To a mixture of (R)-6-[(1,3-dimethyl-azetidin-3-yl)-methyl-amino]-4-methyl-2,10-dihydro-9-oxa-1,2,4a-triaza-phenanthren-3-one (3 g, 9.11 mmol) in DCM (40 mL) and MeOH (20 mL) was added tetra-n-butylammonium tribromide (6.59 g, 13.66 mmol) in portions and the reaction mixture was stirred at 20° C. for 16 h. Saturated aqueous Na2S2O3 (10 mL) was added and saturated aqueous sodium bicarbonate (5 mL) was added to neutralize the mixture. The organic phase was separated, dried over anhydrous Na2SO4 an... Starting materials: C[N+]1(CCOCC1)[O-] (N-methylmorpholine N-oxide), C(C1=CC=CC=C1)OC=1C=C(C=C(C1)F)C1(CCOCC1)CO (4-[3-(benzyloxy)-5-fluorophenyl]-4-hydroxymethyl-3,4,5,6-tetrahydro-2H-pyran), C[N+]1(CCOCC1)[O-] (N-methylmorpholine N-oxide). The reagents and catalysts are [Ru](=O)(=O)(=O)[O-].C(CC)[N+](CCC)(CCC)CCC (tetra-n-propylammonium perruthenate), [Ru](=O)(=O)(=O)[O-].C(CC)[N+](CCC)(CCC)CCC (Tetra-n-propylammonium perruthenate). Procedure details: Tetra-n-propylammonium perruthenate (70 mg, 0.2 mmol) was added in one portion to a stirred mixture of 4-[3-(benzyloxy)-5-fluorophenyl]-4-hydroxymethyl-3,4,5,6-tetrahydro-2H-pyran (1.28 g, 4.0 mmol), N-methylmorpholine N-oxide (0.70 g, 6.0 mmol) and powdered 3 Å molecular sieves (2.0 g) at room temperature under nitrogen atmosphere. After 20 min tetra-n-propylammonium perruthenate (30 mg, 0.085 mmol) and N-methylmorpholine N-oxide (0.30 g, 2.6 mmol) were added and stirring continued for 30 min. ... Reaction SMILES: [CH2:1]([O:8][C:9]1[CH:10]=[C:11]([C:16]2([CH2:22][OH:23])[CH2:21][CH2:20][O:19][CH2:18][CH2:17]2)[CH:12]=[C:13]([F:15])[CH:14]=1)[C:2]1[CH:7]=[CH:6][CH:5]=[CH:4][CH:3]=1.C[N+]1([O-])CCOCC1>[Ru]([O-])(=O)(=O)=O.C([N+](CCC)(CCC)CCC)CC>[CH2:1]([O:8][C:9]1[CH:10]=[C:11]([C:16]2([CH:22]=[O:23])[CH2:17][CH2:18][O:19][CH2:20][CH2:21]2)[CH:12]=[C:13]([F:15])[CH:14]=1)[C:2]1[CH:7]=[CH:6][CH:5]=[CH:4][CH:3]=1 |f:2.3|. Conditions: time 30 minute. Product: C(C1=CC=CC=C1)OC=1C=C(C=C(C1)F)C1(CCOCC1)C=O (4-[3-(Benzyloxy)-5-fluorophenyl]-4formyl-3,4,5,6-tetrahydro-2H-pyran). The yield is 85.9%.